Dataset: the Open Reaction Database (ORD), a public repository of structured organic reaction records. Task: describe an organic reaction: reactants, conditions, products, and yield The reactants are CC(C)=CCCC(C)CCCn1c(=O)c2c(ncn2C)n(C)c1=O, C[N+]1([O-])CCOCC1, CC(C)=O, [Na+], [Na+], O, O, O=S([O-])[O-]. Yields the product CC(CCCn1c(=O)c2c(ncn2C)n(C)c1=O)CCC(O)C(C)(C)O. As a reaction SMILES: [CH3:1][CH:2]([CH2:3][CH2:4][CH2:5][n:6]1[c:7](=[O:8])[n:9]([CH3:18])[c:10]2[n:11][cH:12][n:13]([CH3:17])[c:14]2[c:15]1=[O:16])[CH2:19][CH2:20][CH:21]=[C:22]([CH3:23])[CH3:24].[CH3:25][N+:26]1([O-:27])[CH2:28][CH2:29][O:30][CH2:31][CH2:32]1.[CH3:41][C:42]([CH3:43])=[O:44].[Na+:38].[Na+:39].[OH2:33].[OH2:40].[S:34]([O-:35])([O-:36])=[O:37]>>[CH3:1][CH:2]([CH2:3][CH2:4][CH2:5][n:6]1[c:7](=[O:8])[n:9]([CH3:18])[c:10]2[n:11][cH:12][n:13]([CH3:17])[c:14]2[c:15]1=[O:16])[CH2:19][CH2:20][CH:21]([C:22]([CH3:23])([CH3:24])[OH:33])[OH:40].